From a dataset of the Open Reaction Database (ORD), a public repository of structured organic reaction records. describe an organic reaction: reactants, conditions, products, and yield Starting materials: C(C1=CC=CC=C1)(C1=CC=CC=C1)N1[C@H]([C@H](C1=O)N1C(C=2C(C1=O)=CC=CC2)=O)C(=O)OCCCC (butyl cis-1-benzhydryl-3-phthalimido-4-oxo-2-azetidine carboxylate), S(=O)(=O)([O-])OOS(=O)(=O)[O-].[K+].[K+] (potassium persulfate), O.O.O.O.O.O.O.O.O.O.O.O.P(=O)([O-])([O-])O.[Na+].[Na+] (disodium phosphate dodecahydrate), O (water). Solvent: C(C)#N (acetonitrile). Yields the product C1(C=2C(C(N1[C@@H]1[C@@H](NC1=O)C(=O)OCCCC)=O)=CC=CC2)=O (butyl cis-3-phthalimido-4-oxo-2-azetidinecarboxylate). RXN SMILES: C([N:14]1[C:17](=[O:18])[C@H:16]([N:19]2[C:23](=[O:24])[C:22]3=[CH:25][CH:26]=[CH:27][CH:28]=[C:21]3[C:20]2=[O:29])[C@@H:15]1[C:30]([O:32][CH2:33][CH2:34][CH2:35][CH3:36])=[O:31])(C1C=CC=CC=1)C1C=CC=CC=1.S(OOS([O-])(=O)=O)([O-])(=O)=O.[K+].[K+].O.O.O.O.O.O.O.O.O.O.O.O.P(O)([O-])([O-])=O.[Na+].[Na+].O>C(#N)C>[C:20]1(=[O:29])[N:19]([C@H:16]2[C:17](=[O:18])[NH:14][C@H:15]2[C:30]([O:32][CH2:33][CH2:34][CH2:35][CH3:36])=[O:31])[C:23](=[O:24])[C:22]2=[CH:25][CH:26]=[CH:27][CH:28]=[C:21]12 |f:1.2.3,4.5.6.7.8.9.10.11.12.13.14.15.16.17.18|. Procedure: A mixture of 250 mg of butyl cis-1-benzhydryl-3-phthalimido-4-oxo-2-azetidine carboxylate, 473 mg (1.75 mmole) of potassium persulfate, 307 mg (0.858 mmole) of disodium phosphate dodecahydrate, 9.2 ml of water and 8.4 ml of acetonitrile is thoroughly degassed with argon and then heated to 80°-85° under argon for three hours. The reaction mixture is cooled and the acetonitrile removed on the rotary evaporator. The aqueous residue is saturated with solid sodium chloride and extracted three times w... Reactants: CCn1ncc2c1ncc1c(=O)[nH]c3ncnn3c12, ICc1ccccc1, CI, O=c1[nH]c2ncnn2c2c1cnc1[nH]ncc12. Product: O=c1c2cnc3[nH]ncc3c2n2ncnc2n1Cc1ccccc1. RXN SMILES: [CH2:18]([n:19]1[c:20]2[n:21][cH:22][c:23]3[c:24](=[O:25])[nH:26][c:27]4[n:28]([n:29][cH:30][n:31]4)[c:32]3[c:33]2[cH:34][n:35]1)[CH3:36].[CH2:37]([c:38]1[cH:39][cH:40][cH:41][cH:42][cH:43]1)[I:44].[CH3:45][I:46].[n:1]1[cH:2][n:3][c:4]2[n:5]1[c:6]1[c:7]([c:8](=[O:10])[nH:9]2)[cH:11][n:12][c:13]2[c:14]1[cH:15][n:16][nH:17]2>>[n:1]1[cH:2][n:3][c:4]2[n:5]1[c:6]1[c:7]([c:8](=[O:10])[n:9]2[CH2:37][c:38]2[cH:39][cH:40][cH:41][cH:42][cH:43]2)[cH:11][n:12][c:13]2[c:14]1[cH:15][n:16][nH:17]2. The reactants are C1(=CC=C(C=C1)S(=O)(=O)O)C (p-toluenesulfonic acid), C(C)(C)(C)OC(=O)N1C(O[C@H]([C@@H]1C[C@H](CC1=CC(=C(C=C1)OC)OCCCOC)C(C)C)C[C@@H](C(C)C)C(NC(C)(C)C(N)=O)=O)(C)C (3-tert-butoxycarbonyl-5(S)-{2-[N-(1-carbamoyl-1-methyl-ethyl)-carbamoyl]-2(S)-isopropyl-ethyl}-4(S)-{2(S)-isopropyl-3-[4-methoxy-3-(3-methoxypropyloxy)-phenyl]-propyl}-2,2-dimethyl-1,3-oxazolidine). Run in CO (methanol). Reaction conditions: time 18 hour. Yields the product C(N)(=O)C(C)(C)NC([C@@H](C[C@@H]([C@H](C[C@H](CC1=CC(=C(C=C1)OC)OCCCOC)C(C)C)NC(=O)OC(C)(C)C)O)C(C)C)=O (5(S)-Tert-butoxycarbonylamino-4(S)-hydroxy-2(S),7(S)-diisopropyl-8-[4-methoxy-3-(3-methoxypropyloxy)-phenyl]-octanoic acid [N-(1-carbamoyl-1-methyl-ethyl)]-amide). RXN SMILES: C1(C)C=CC(S(O)(=O)=O)=CC=1.[C:12]([O:16][C:17]([N:19]1[C@@H:23]([CH2:24][C@@H:25]([CH:41]([CH3:43])[CH3:42])[CH2:26][C:27]2[CH:32]=[CH:31][C:30]([O:33][CH3:34])=[C:29]([O:35][CH2:36][CH2:37][CH2:38][O:39][CH3:40])[CH:28]=2)[C@H:22]([CH2:44][C@H:45]([C:49](=[O:57])[NH:50][C:51]([C:54](=[O:56])[NH2:55])([CH3:53])[CH3:52])[CH:46]([CH3:48])[CH3:47])[O:21]C1(C)C)=[O:18])([CH3:15])([CH3:14])[CH3:13]>CO>[C:54]([C:51]([NH:50][C:49](=[O:57])[C@H:45]([CH:46]([CH3:48])[CH3:47])[CH2:44][C@H:22]([OH:21])[C@@H:23]([NH:19][C:17]([O:16][C:12]([CH3:15])([CH3:14])[CH3:13])=[O:18])[CH2:24][C@@H:25]([CH:41]([CH3:43])[CH3:42])[CH2:26][C:27]1[CH:32]=[CH:31][C:30]([O:33][CH3:34])=[C:29]([O:35][CH2:36][CH2:37][CH2:38][O:39][CH3:40])[CH:28]=1)([CH3:52])[CH3:53])(=[O:56])[NH2:55]. Procedure: 5 mg of p-toluenesulfonic acid (monohydrate) are added to 82 mg of 3-tert-butoxycarbonyl-5(S)-{2-[N-(1-carbamoyl-1-methyl-ethyl)-carbamoyl]-2(S)-isopropyl-ethyl}-4(S)-{2(S)-isopropyl-3-[4-methoxy-3-(3-methoxypropyloxy)-phenyl]-propyl}-2,2-dimethyl-1,3-oxazolidine in 5 ml of methanol at 0° C. The reaction solution is stirred for a further 18 hours at room temperature. After evaporation of the solvent, 20 ml of saturated sodium hydrogen carbonate solution are added to the residue and extraction is... Reactants: FC1(CCC(CC1)C(N)=S)F (4,4-Difluoro-cyclohexanecarbothioic acid amide), COC(C(C(COC)=O)Cl)=O (2-Chloro-4-methoxy-3-oxo-butyric acid methyl ester). Solvent: C(C)O (ethanol). Product: COC(=O)C1=C(N=C(S1)C1CCC(CC1)(F)F)COC (2-(4,4-Difluoro-cyclohexyl)-4-methoxymethyl-thiazole-5-carboxylic acid methyl ester). Yield: 33.5%. RXN SMILES: [F:1][C:2]1([F:11])[CH2:7][CH2:6][CH:5]([C:8](=[S:10])[NH2:9])[CH2:4][CH2:3]1.[CH3:12][O:13][C:14](=[O:22])[CH:15](Cl)[C:16](=O)[CH2:17][O:18][CH3:19]>C(O)C>[CH3:12][O:13][C:14]([C:15]1[S:10][C:8]([CH:5]2[CH2:6][CH2:7][C:2]([F:1])([F:11])[CH2:3][CH2:4]2)=[N:9][C:16]=1[CH2:17][O:18][CH3:19])=[O:22]. Procedure details: 7.0 g 4,4-Difluoro-cyclohexanecarbothioic acid amide and 8.46 g 2-Chloro-4-methoxy-3-oxo-butyric acid methyl ester were dissolved in 70 ml ethanol and heated under reflux overnight. The cooled reaction mixture was evaporated under reduced pressure and the resulting residue was purified by silica chromatography with the eluent n-heptane:ethyl acetate=4:1=>2:1 to obtain 4.0 g 2-(4,4-Difluoro-cyclohexyl)-4-methoxymethyl-thiazole-5-carboxylic acid methyl ester as an oil. The reactants are FC(C=1C=C(C=CC1)NC(OC1=CC=CC=C1)=NC#N)(F)F (N-(3-trifluoromethylphenyl)-N'-cyano-O-phenylisourea). Solvent: C(C)#N (acetonitrile), C(C)(C)N (isopropylamine), C(C)N(CC)CC (triethylamine). Conditions: time 42 hour. The product is C(#N)NC(=NC1=CC(=CC=C1)C(F)(F)F)NC(C)C (N-Cyano-N'-isopropyl-N"-(3-trifluoromethylphenyl)guanidine). Yield: 158.6%. Reaction SMILES: [F:1][C:2]([F:22])([F:21])[C:3]1[CH:4]=[C:5]([NH:9][C:10](=[N:18][C:19]#[N:20])OC2C=CC=CC=2)[CH:6]=[CH:7][CH:8]=1>C(#N)C.C(N)(C)C.C(N(CC)CC)C>[C:19]([NH:18][C:10]([NH:9][CH:5]([CH3:6])[CH3:4])=[N:9][C:5]1[CH:6]=[CH:7][CH:8]=[C:3]([C:2]([F:1])([F:21])[F:22])[CH:4]=1)#[N:20]. Procedure details: To a solution of N-(3-trifluoromethylphenyl)-N'-cyano-O-phenylisourea (0.98 mmol, 286 mg) in dry acetonitrile (2 ml), isopropylamine (0.184 ml) and triethylamine (0.150 ml) were added. The mixture was stirred for 42 h at room temperature under nitrogen. After concentration the residue was purified by flash chromatography (ethyl acetate/heptane 1:2) to give the title compound (210 mg, 79%) as a syrup. Crystallization from ethyl acetate / heptane 1:3 gave white crystals (165 mg, 62%). Mp 109-111° ... Reactants: CI, O=Cc1cc(I)ccc1O, [K+], [K+], O=C([O-])[O-], CN(C)C=O. Product: COc1ccc(I)cc1C=O. RXN SMILES: [CH3:17][I:18].[I:1][c:2]1[cH:3][cH:4][c:5]([OH:10])[c:6]([CH:7]=[O:8])[cH:9]1.[K+:11].[K+:12].[O-:13][C:14]([O-:15])=[O:16].[O:19]=[CH:20][N:21]([CH3:22])[CH3:23]>>[I:1][c:2]1[cH:3][cH:4][c:5]([O:10][CH3:14])[c:6]([CH:7]=[O:8])[cH:9]1. Starting materials: CC[O-].[Na+] (NaOEt), Cl.C(C)(=N)N (acetamidine hydrochloride), C(C)(=O)C(C(=O)OCC)CCC(=O)OCC (diethyl acetylglutarate). Solvent: CCO (EtOH). Product: CC1=NC(=C(C(N1)=O)CCC(=O)OCC)C (Ethyl 3-(2,6-Dimethyl-3H-pyrimidin-4-on-5yl)propionate). The yield is 51.0%. Reaction SMILES: CC[O-].[Na+].Cl.[C:6]([NH2:9])(=[NH:8])[CH3:7].[C:10]([CH:13]([CH2:19][CH2:20][C:21]([O:23][CH2:24][CH3:25])=[O:22])[C:14](OCC)=[O:15])(=O)[CH3:11]>CCO>[CH3:7][C:6]1[NH:9][C:14](=[O:15])[C:13]([CH2:19][CH2:20][C:21]([O:23][CH2:24][CH3:25])=[O:22])=[C:10]([CH3:11])[N:8]=1 |f:0.1,2.3|. Procedure details: A mixture of NaOEt (0.069 mol) in EtOH (prepared from 1.6 g of Na and 35 mL of EtOH), acetamidine hydrochloride (3.3 g, 0.035 mol), and diethyl acetylglutarate (8.0 g, 0.035 mol) was heated under reflux for 22 h. The mixture was concentrated, taken up in water, acidified to pH 4 with conc. HCl, and extracted with EtOAc. The extracts were washed with brine, dried (MgSO4), and concentrated. Trituration with hexane gave 4.0 g (51%) of product as a white solid. An analytical sample was crystallized ... Reactants: CCOC(=O)c1csc(C(OCC)OCC)n1, CC(C)=O, Cl. Yields the product CCOC(=O)c1csc(C=O)n1. Reaction SMILES: [CH2:1]([O:3][CH:4]([O:2][CH2:15][CH3:16])[c:5]1[s:6][cH:7][c:8]([C:10](=[O:11])[O:12][CH2:13][CH3:14])[n:9]1)[CH3:17].[CH3:19][C:20](=[O:21])[CH3:22].[ClH:18]>>[O:3]=[CH:4][c:5]1[s:6][cH:7][c:8]([C:10](=[O:11])[O:12][CH2:13][CH3:14])[n:9]1. Starting materials: stainless steel, N (ammonia), N (ammonia), ClC1=NC(=C(C=C1C#N)C1=CC=NC=C1)C=1OC=CC1 (2-chloro-6-(2-furyl)-5-(4-pyridyl)-3-pyridinecarbonitrile). The solvent is C(C)O (ethanol), C(C)O (ethanol). Reaction conditions: temperature 100 celsius, time 24 hour. Product: NC1=NC(=C(C=C1C#N)C1=CC=NC=C1)C=1OC=CC1 (2-Amino-6-(2-furyl)-5-(4-pyridyl)-3-pyridinecarbonitrile). Isolated yield 27.0%. As a reaction SMILES: [NH3:1].Cl[C:3]1[C:8]([C:9]#[N:10])=[CH:7][C:6]([C:11]2[CH:16]=[CH:15][N:14]=[CH:13][CH:12]=2)=[C:5]([C:17]2[O:18][CH:19]=[CH:20][CH:21]=2)[N:4]=1>C(O)C>[NH2:1][C:3]1[C:8]([C:9]#[N:10])=[CH:7][C:6]([C:11]2[CH:16]=[CH:15][N:14]=[CH:13][CH:12]=2)=[C:5]([C:17]2[O:18][CH:19]=[CH:20][CH:21]=2)[N:4]=1. Reported procedure: A solution of ammonia in ethanol, 30 ml, (ethanol saturated at 0° C. with an ammonia gas) was added to 2-chloro-6-(2-furyl)-5-(4-pyridyl)-3-pyridinecarbonitrile (200 mg, 0.710 mmol). Then, it was sealed in a stainless steel autoclave, and heated under stirring at 100° C. After 24 hours, the reaction solution was cooled as it was and concentrated. The residue was subjected to silica gel column chromatography (elution solvent; hexane, hexane:ethyl acetate=2:1, 1:1, 1:2), and then suspended in diet...